This data is from the Open Reaction Database (ORD), a public repository of structured organic reaction records. The task is: describe an organic reaction: reactants, conditions, products, and yield The reactants are O(C1=CC=CC=C1)CC(=O)NC1[C@@H]2N(C(C(S2)(CBr)C)C(=O)O)C1=O (6-(2-phenoxyacetamido)-2-methyl-2-bromomethylpenam-3-carboxylic acid), N1=CC=CC=C1 (pyridine), N1=CC=CC=C1 (pyridine), C[Si](C)(C)Cl (trimethylsilylchloride), C(C)(=O)OCC (ethyl acetate). Solvent: C1=CC=CC=C1 (benzene). Reaction conditions: time 1.5 hour. Yields the product O(C1=CC=CC=C1)CC(=O)NC1[C@@H]2N(C(=C(CS2)C)C(=O)O)C1=O (7-(2-phenoxyacetamido)-3-methyl-3-cephem-4-carboxylic acid). Isolated yield 71.8%. Reaction SMILES: [O:1]([CH2:8][C:9]([NH:11][CH:12]1[C:24](=[O:25])[N:14]2[CH:15]([C:21]([OH:23])=[O:22])[C:16]([CH3:20])([CH2:18]Br)[S:17][C@H:13]12)=[O:10])[C:2]1[CH:7]=[CH:6][CH:5]=[CH:4][CH:3]=1.N1C=CC=CC=1.C[Si](Cl)(C)C.C(OCC)(=O)C>C1C=CC=CC=1>[O:1]([CH2:8][C:9]([NH:11][CH:12]1[C:24](=[O:25])[N:14]2[C:15]([C:21]([OH:23])=[O:22])=[C:16]([CH3:20])[CH2:18][S:17][C@H:13]12)=[O:10])[C:2]1[CH:7]=[CH:6][CH:5]=[CH:4][CH:3]=1. Procedure details: 6-(2-phenoxyacetamido)-2-methyl-2-bromomethylpenam-3-carboxylic acid (429 mg.) was suspended in dry benzene (10 cc), and pyridine (400 mg.) and trimethylsilylchloride (5 cc) were added thereto. The mixture was stirred for 1.5 hours at room temperature and pyridine (400 mg.) was added thereto. The mixture was heated under reflux for 3 hours, mixed with ethyl acetate (30 cc), washed with dilute phosphoric acid and further with an aqueous solution saturated with sodium chloride, dried and then conc... Starting materials: C(C)(=O)N1C(C(C2=CC(=C(C=C12)OC)OC)=C(CC)OCC)=O (1-acetyl-3-(1-ethoxy-1-ethyl-methylidene)-5,6-dimethoxy-2-indolinone), CN(CCCN(C1=CC=C(C=C1)N)C)C (N-(3-dimethylaminopropyl)-N-methyl-p-phenylenediamine). The product is CN(CCCN(C)C1=CC=C(N\C(\CC)=C\2/C(NC3=CC(=C(C=C23)OC)OC)=O)C=C1)C (3-(Z)-(1-{4-(N-(3-dimethylaminopropyl)-N-methyl-amino]-anilino}-1-ethyl-methylidene)-5,6-dimethoxy-2-indolinone). As a reaction SMILES: C([N:4]1[C:12]2[C:7](=[CH:8][C:9]([O:15][CH3:16])=[C:10]([O:13][CH3:14])[CH:11]=2)[C:6](=[C:17](OCC)[CH2:18][CH3:19])[C:5]1=[O:23])(=O)C.[CH3:24][N:25]([CH3:38])[CH2:26][CH2:27][CH2:28][N:29]([CH3:37])[C:30]1[CH:35]=[CH:34][C:33]([NH2:36])=[CH:32][CH:31]=1>>[CH3:38][N:25]([CH3:24])[CH2:26][CH2:27][CH2:28][N:29]([C:30]1[CH:31]=[CH:32][C:33]([NH:36]/[C:17](=[C:6]2\[C:5](=[O:23])[NH:4][C:12]3[C:7]\2=[CH:8][C:9]([O:15][CH3:16])=[C:10]([O:13][CH3:14])[CH:11]=3)/[CH2:18][CH3:19])=[CH:34][CH:35]=1)[CH3:37]. Procedure: Prepared from 1-acetyl-3-(1-ethoxy-1-ethyl-methylidene)-5,6-dimethoxy-2-indolinone and N-(3-dimethylaminopropyl)-N-methyl-p-phenylenediamine The reactants are CNC1=NS(=O)(=O)N=C1NCCS, N=C(N)Nc1nc(CCl)cs1, Cl. Yields the product CNC1=NS(=O)(=O)N=C1NCCSCc1csc(NC(=N)N)n1. Reaction SMILES: [CH3:1][NH:2][C:3]1=[N:4][S:5](=[O:12])(=[O:13])[N:6]=[C:7]1[NH:8][CH2:9][CH2:10][SH:11].[Cl:15][CH2:16][c:17]1[n:18][c:19]([NH:22][C:23](=[NH:24])[NH2:25])[s:20][cH:21]1.[ClH:14]>>[CH3:1][NH:2][C:3]1=[N:4][S:5](=[O:12])(=[O:13])[N:6]=[C:7]1[NH:8][CH2:9][CH2:10][S:11][CH2:16][c:17]1[n:18][c:19]([NH:22][C:23](=[NH:24])[NH2:25])[s:20][cH:21]1. The reactants are N1(CCC1)[C@H](CO)C ((S)-2-(azetidin-1-yl)propan-1-ol), CC(C)(C)[Si](C)(C)Cl (TBSCl), TEA. Reagents/catalysts: CN(C)C=1C=CN=CC1 (DMAP). Run in C1(=CC=CC=C1)C (toluene). Conditions: time 8 hour. Product: [Si](C)(C)(C(C)(C)C)OC[C@H](C)N1CCC1 ((S)-1-(1-((tert-Butyldimethylsilyl)oxy)propan-2-yl)azetidine). The yield is 12.8%. RXN SMILES: [N:1]1([C@@H:5]([CH3:8])[CH2:6][OH:7])[CH2:4][CH2:3][CH2:2]1.[CH3:9][C:10]([Si:13](Cl)([CH3:15])[CH3:14])([CH3:12])[CH3:11]>CN(C1C=CN=CC=1)C.C1(C)C=CC=CC=1>[Si:13]([O:7][CH2:6][C@@H:5]([N:1]1[CH2:4][CH2:3][CH2:2]1)[CH3:8])([C:10]([CH3:12])([CH3:11])[CH3:9])([CH3:15])[CH3:14]. Reported procedure: A mixture of (S)-2-(azetidin-1-yl)propan-1-ol (99.7 mmol), TBSCl (15.8 g, 105 mmol), DMAP (1.22 g, 10 mmol), and TEA (30.3 g, 0.30 mol) in toluene (150 mL) was stirred at room temperature overnight. The solvent was removed under reduced pressure. The residue was purified on a silica gel column eluted with a 1:5 ethyl acetate/petroleum ether then a 1:10 MeOH/DCM, to afford the title compound (2.92 g). 1H NMR (CDCl3): δ 3.54-3.49 (m, 1H), 3.29-3.16 (m, 5H), 2.33-2.27 (m, 1H), 2.07-1.98 (m, 2H), 0.... The reactants are FC(C=1C=C(C=C(C1)C(F)(F)F)NC(=O)N1CCN(CC1)C1=C(C=CC=C1)C#N)(F)F (4-(2-Cyanophenyl)piperazine-1-carboxylic acid (3,5-bis-trifluoromethyl-phenyl)-amide), [NH4+].[OH-] (NH4OH). Reagents/catalysts: [Ni] (Raney nickel). Solvent: C(C)O (ethanol), O (water). Product: FC(C=1C=C(C=C(C1)C(F)(F)F)NC(=O)N1CCN(CC1)C1=C(C=CC=C1)CN)(F)F (4-(2-Aminomethylphenyl)piperazine-1-carboxylic acid (3,5-bis-trifluoromethyl-phenyl)amide). Yield: 105.7%. As a reaction SMILES: [F:1][C:2]([F:31])([F:30])[C:3]1[CH:4]=[C:5]([NH:13][C:14]([N:16]2[CH2:21][CH2:20][N:19]([C:22]3[CH:27]=[CH:26][CH:25]=[CH:24][C:23]=3[C:28]#[N:29])[CH2:18][CH2:17]2)=[O:15])[CH:6]=[C:7]([C:9]([F:12])([F:11])[F:10])[CH:8]=1.[NH4+].[OH-]>C(O)C.[Ni].O>[F:12][C:9]([F:10])([F:11])[C:7]1[CH:6]=[C:5]([NH:13][C:14]([N:16]2[CH2:17][CH2:18][N:19]([C:22]3[CH:27]=[CH:26][CH:25]=[CH:24][C:23]=3[CH2:28][NH2:29])[CH2:20][CH2:21]2)=[O:15])[CH:4]=[C:3]([C:2]([F:1])([F:30])[F:31])[CH:8]=1 |f:1.2|. Procedure: 4-(2-Cyanophenyl)piperazine-1-carboxylic acid (3,5-bis-trifluoromethyl-phenyl)-amide (˜5.3 mmol) was dissolved in 50 mL of ethanol. 5 mL of aqueous NH4OH was added along with 500 mg of 50% Raney nickel in water. The reaction mixture was hydrogenated in a Parr shaker at 45 psi overnight. The reaction mixture was filtered through a plug of Celite and concentrated under vacuum. 2.5 g of crude product was obtained, and used without further purification. Starting materials: C1(=CC=CC=C1)C=1C(OC(OC1C)(C)C)=O (5-phenyl-2,2,6-trimethyl-2H,4H-1,3-dioxin-4-one), C=NC(C)(C1=CC(=CC(=C1)Cl)Cl)C (N-methylene-1-methyl-1-(3,5-dichlorophenyl)ethylamine). Run at temperature 150 celsius. Yields the product CC1=C(C(N(CO1)C(C)(C1=CC(=CC(=C1)Cl)Cl)C)=O)C1=CC=CC=C1 (6-methyl-3-[1-methyl-1-(3,5-dichlorophenyl)ethyl]-5-phenyl-2,3-dihydro-4H-1,3-oxazin-4-one). Yield: 80.3%. Reaction SMILES: [C:1]1([C:7]2[C:8](=[O:16])O[C:10](C)(C)[O:11][C:12]=2[CH3:13])[CH:6]=[CH:5][CH:4]=[CH:3][CH:2]=1.C=[N:18][C:19]([CH3:29])([C:21]1[CH:26]=[C:25]([Cl:27])[CH:24]=[C:23]([Cl:28])[CH:22]=1)[CH3:20]>>[CH3:13][C:12]1[O:11][CH2:10][N:18]([C:19]([CH3:29])([C:21]2[CH:22]=[C:23]([Cl:28])[CH:24]=[C:25]([Cl:27])[CH:26]=2)[CH3:20])[C:8](=[O:16])[C:7]=1[C:1]1[CH:2]=[CH:3][CH:4]=[CH:5][CH:6]=1. Reported procedure: Then, a mixture of 5-phenyl-2,2,6-trimethyl-2H,4H-1,3-dioxin-4-one (0.65 g) and N-methylene-1-methyl-1-(3,5-dichlorophenyl)ethylamine (0.65 g) said above was refluxed at 150° C. for 30 minutes for reaction. The reaction mixture was subjected to recrystallization from a mixed solvent of hexane and ethyl acetate to obtain the captioned compound (0.90 g). Starting materials: Ti(III)Cl, [OH-].[Na+] (NaOH), BrC=1C(=NC(=NC1)Cl)OCCCNS(=O)(=O)C1=CC(=CC=C1)[N+](=O)[O-] (N-[3-(5-bromo-2-chloro-pyrimidin-4-yloxy)-propyl]-3-nitro-benzenesulfonamide), solution, Ti(III)Cl. Solvent: C1CCOC1 (THF), Cl (hydrochloric acid). Reaction conditions: time 2 hour. Yields the product NC=1C=C(C=CC1)S(=O)(=O)NCCCOC1=NC(=NC=C1Br)Cl (3-Amino-N-[3-(5-bromo-2-chloro-pyrimidin-4-yloxy)-propyl]-benzenesulfonamide). RXN SMILES: [Br:1][C:2]1[C:3]([O:9][CH2:10][CH2:11][CH2:12][NH:13][S:14]([C:17]2[CH:22]=[CH:21][CH:20]=[C:19]([N+:23]([O-])=O)[CH:18]=2)(=[O:16])=[O:15])=[N:4][C:5]([Cl:8])=[N:6][CH:7]=1.[OH-].[Na+]>C1COCC1.Cl>[NH2:23][C:19]1[CH:18]=[C:17]([S:14]([NH:13][CH2:12][CH2:11][CH2:10][O:9][C:3]2[C:2]([Br:1])=[CH:7][N:6]=[C:5]([Cl:8])[N:4]=2)(=[O:15])=[O:16])[CH:22]=[CH:21][CH:20]=1 |f:1.2|. Reported procedure: A solution of 70 mg (0.16 mmol) of N-[3-(5-bromo-2-chloro-pyrimidin-4-yloxy)-propyl]-3-nitro-benzenesulfonamide in 5 ml of THF is mixed at 0° C. with 1.0 ml of a 15% solution of Ti(III)Cl in approximately 10% hydrochloric acid. After 2 hours, the reaction solution is mixed again with 0.2 ml of Ti(III)Cl solution and stirred for another hour. The batch is made basic with 1N NaOH solution and then filtered. The filter cake is rewashed 2× in each case with 50 ml of ethyl acetate/MeOH (30 ml/20 ml).... Starting materials: CO, CCOC(C)=O, [H][H], COc1cc2[nH]c(=O)c3c(N)n(-c4cc(OCc5ccccc5)ccc4C)nc3c2cc1OC. The product is COc1cc2[nH]c(=O)c3c(N)n(-c4cc(O)ccc4C)nc3c2cc1OC. Reaction SMILES: [CH3:35][OH:36].[CH3:39][CH2:40][O:41][C:42](=[O:43])[CH3:44].[H:37][H:38].[NH2:1][c:2]1[n:3](-[c:20]2[c:21]([CH3:34])[cH:22][cH:23][c:24]([O:26][CH2:27][c:28]3[cH:29][cH:30][cH:31][cH:32][cH:33]3)[cH:25]2)[n:4][c:5]2[c:6]1[c:7](=[O:19])[nH:8][c:9]1[cH:10][c:11]([O:17][CH3:18])[c:12]([O:15][CH3:16])[cH:13][c:14]21>>[NH2:1][c:2]1[n:3](-[c:20]2[c:21]([CH3:34])[cH:22][cH:23][c:24]([OH:26])[cH:25]2)[n:4][c:5]2[c:6]1[c:7](=[O:19])[nH:8][c:9]1[cH:10][c:11]([O:17][CH3:18])[c:12]([O:15][CH3:16])[cH:13][c:14]21. The reactants are N(=C=S)C1=C2C=CN=CC2=CC=C1 (5-Isothiocyanatoisoquinoline), OC[C@H]1NCC2=CC=CC=C2C1 ((S)-3-hydroxymethyl-1,2,3,4-tetrahydro isoquinoline). Run in C(C)O (ethanol). Reaction conditions: time 15 hour. Product: OC[C@H]1N(CC2=CC=CC=C2C1)C(NC1=C2C=CN=CC2=CC=C1)=S ((S)-3-Hydroxymethyl-N-(isoquinol-5-yl)-1,2,3,4-tetrahydroisoquinoline-2-carbothioamide). Isolated yield 74.5%. As a reaction SMILES: [N:1]([C:4]1[CH:13]=[CH:12][CH:11]=[C:10]2[C:5]=1[CH:6]=[CH:7][N:8]=[CH:9]2)=[C:2]=[S:3].[OH:14][CH2:15][C@@H:16]1[CH2:25][C:24]2[C:19](=[CH:20][CH:21]=[CH:22][CH:23]=2)[CH2:18][NH:17]1>C(O)C>[OH:14][CH2:15][C@@H:16]1[CH2:25][C:24]2[C:19](=[CH:20][CH:21]=[CH:22][CH:23]=2)[CH2:18][N:17]1[C:2](=[S:3])[NH:1][C:4]1[CH:13]=[CH:12][CH:11]=[C:10]2[C:5]=1[CH:6]=[CH:7][N:8]=[CH:9]2. Procedure details: 5-Isothiocyanatoisoquinoline (0.93 g.) is added to a solution of (S)-3-hydroxymethyl-1,2,3,4-tetrahydro isoquinoline (0.82 g.) in ethanol (10 cc.). After 15 hours at a temperature of about 20° C., the crystals formed are filtered off, washed with ethanol and then dried at 60° C. under reduced pressure (0.1 mm. Hg). (S)-3-Hydroxymethyl-N-(isoquinol-5-yl)-1,2,3,4-tetrahydroisoquinoline-2-carbothioamide (1.3 g. ), melting at 190° C., is thus obtained. Starting materials: ClC=1N=NC(=C(C1C)C)CC1=CC=NC=C1 (3-chloro-4,5-dimethyl-6-(pyridin-4-yl)methylpyridazine), ClC=1C=C(N)C=CC1 (meta-chloroaniline), ClC=1C=C(N)C=CC1 (meta-chloroaniline), ClC=1N=NC(=C(C1C)C)CC1=CC=NC=C1 (3-chloro-4,5-dimethyl-6-(pyridin-4-yl)methylpyridazine). The solvent is C(Cl)Cl.CO (CH2Cl2 Methanol). Yields the product ClC=1C=C(NC=2N=NC(=C(C2C)C)CC2=CC=NC=C2)C=CC1 (3-(3-chloroanilino)-4,5-dimethyl-6-(pyridin-4-yl)methylpyridazine). Reaction SMILES: Cl[C:2]1[N:3]=[N:4][C:5]([CH2:10][C:11]2[CH:16]=[CH:15][N:14]=[CH:13][CH:12]=2)=[C:6]([CH3:9])[C:7]=1[CH3:8].[Cl:17][C:18]1[CH:19]=[C:20]([CH:22]=[CH:23][CH:24]=1)[NH2:21]>C(Cl)Cl.CO>[Cl:17][C:18]1[CH:19]=[C:20]([CH:22]=[CH:23][CH:24]=1)[NH:21][C:2]1[N:3]=[N:4][C:5]([CH2:10][C:11]2[CH:16]=[CH:15][N:14]=[CH:13][CH:12]=2)=[C:6]([CH3:9])[C:7]=1[CH3:8] |f:2.3|. Reported procedure: The compound is prepared starting from 0.070 g 3-chloro-4,5-dimethyl-6-(pyridin-4-yl)methylpyridazine and 0.153 g meta-chloroaniline in the manner described in Example 82A. After heating for 20 h to 130° C., siginificant quantities of 3-chloro-4,5-dimethyl-6-(pyridin-4-yl)methylpyridazine are still present (TLC). For this reason, a further 0.153 g meta-chloroaniline is added and heated for another 24 h to 130° C. Processing is in the manner described for Example 82A. Title compound is obtained a...